From a dataset of the Open Reaction Database (ORD), a public repository of structured organic reaction records. describe an organic reaction: reactants, conditions, products, and yield The reactants are Br.ClC1=C(C(=CC=C1[N+](=O)[O-])Cl)C1CC=2N(CCN2)C1 (6-(2,6-dichloro-3-nitrophenyl)-2,3,6,7-tetrahydro-5H-pyrrolo[1,2-a]imidazole hydrobromide), [H][H] (hydrogen), [H][H] (hydrogen). Reagents/catalysts: [Ni] (Raney nickel). The solvent is O (water). Yields the product Br.NC=1C(=C(C(=CC1)Cl)C1CC=2N(CCN2)C1)Cl (6-(3-amino-2,6-dichlorophenyl)-2,3,6,7-tetrahydro-5H-pyrrolo-[1,2-a]imidazole hydrobromide). Reaction SMILES: [BrH:1].[Cl:2][C:3]1[C:8]([N+:9]([O-])=O)=[CH:7][CH:6]=[C:5]([Cl:12])[C:4]=1[CH:13]1[CH2:20][N:16]2[CH2:17][CH2:18][N:19]=[C:15]2[CH2:14]1.[H][H]>O.[Ni]>[BrH:1].[NH2:9][C:8]1[C:3]([Cl:2])=[C:4]([CH:13]2[CH2:20][N:16]3[CH2:17][CH2:18][N:19]=[C:15]3[CH2:14]2)[C:5]([Cl:12])=[CH:6][CH:7]=1 |f:0.1,5.6|. Reported procedure: A solution of 6-(2,6-dichloro-3-nitrophenyl)-2,3,6,7-tetrahydro-5H-pyrrolo[1,2-a]imidazole hydrobromide (2.3 g.) in water (70 ml.) is shaken with hydrogen in the presence of a Raney nickel catalyst (0.5 g.) at laboratory temperature and atmospheric pressure until uptake of hydrogen ceases. The mixture is filtered, the filtrate is evaporated to dryness and the residue is dissolved in hot ethanol (200 ml.). The solution is concentrated to 20 ml. by distillation and then cooled and filtered. There ... The reactants are CC1(C)CN(S(=O)(=O)c2ccccc2F)c2cccc(Br)c2O1, CC(C)(C)OC(=O)N1CCNCC1, CCOC(C)=O, Cc1ccccc1, c1ccc(P(c2ccccc2)c2ccc3ccccc3c2-c2c(P(c3ccccc3)c3ccccc3)ccc3ccccc23)cc1. The product is CC(C)(C)OC(=O)N1CCN(c2cccc3c2OC(C)(C)CN3S(=O)(=O)c2ccccc2F)CC1. RXN SMILES: [Br:1][c:2]1[cH:3][cH:4][cH:5][c:6]2[c:11]1[O:10][C:9]([CH3:12])([CH3:13])[CH2:8][N:7]2[S:14](=[O:15])(=[O:16])[c:17]1[c:18]([F:23])[cH:19][cH:20][cH:21][cH:22]1.[C:24](=[O:25])([O:26][C:27]([CH3:28])([CH3:29])[CH3:30])[N:31]1[CH2:32][CH2:33][NH:34][CH2:35][CH2:36]1.[CH3:83][CH2:84][O:85][C:86](=[O:87])[CH3:88].[CH3:89][c:90]1[cH:91][cH:92][cH:93][cH:94][cH:95]1.[cH:37]1[cH:38][cH:39][c:40]([P:41]([c:42]2[cH:43][cH:44][c:45]3[c:46]([cH:47][cH:48][cH:49][cH:50]3)[c:51]2-[c:52]2[c:53]3[c:54]([cH:55][cH:56][cH:57][cH:58]3)[cH:59][cH:60][c:61]2[P:62]([c:63]2[cH:64][cH:65][cH:66][cH:67][cH:68]2)[c:69]2[cH:70][cH:71][cH:72][cH:73][cH:74]2)[c:75]2[cH:76][cH:77][cH:78][cH:79][cH:80]2)[cH:81][cH:82]1>>[c:2]1([N:34]2[CH2:33][CH2:32][N:31]([C:24](=[O:25])[O:26][C:27]([CH3:28])([CH3:29])[CH3:30])[CH2:36][CH2:35]2)[cH:3][cH:4][cH:5][c:6]2[c:11]1[O:10][C:9]([CH3:12])([CH3:13])[CH2:8][N:7]2[S:14](=[O:15])(=[O:16])[c:17]1[c:18]([F:23])[cH:19][cH:20][cH:21][cH:22]1. The reactants are 1e, [BH4-] (borohydride), OO (H2O2), solution, C(C)(CC)[BH-](C(C)CC)C(C)CC.[Li+] (lithium tri-secondary-butylborohydride), CN1CC(C(CC1)=O)C1=CC=CC=C1 (1-methyl-3-phenyl-4-piperidone), [OH-].[Na+] (NaOH). Solvent: O1CCCC1 (THF), O1CCCC1 (tetrahydrofuran). Run at temperature 0 celsius, time 2 hour. Yields the product CN1C[C@H]([C@H](CC1)O)C1=CC=CC=C1 (Cis-1-methyl-3-phenyl-4-piperidinol). RXN SMILES: C([BH-](C(CC)C)C(CC)C)(CC)C.[Li+].[CH3:15][N:16]1[CH2:21][CH2:20][C:19](=[O:22])[CH:18]([C:23]2[CH:28]=[CH:27][CH:26]=[CH:25][CH:24]=2)[CH2:17]1.[BH4-].[OH-].[Na+].OO>O1CCCC1>[CH3:15][N:16]1[CH2:21][CH2:20][C@H:19]([OH:22])[C@H:18]([C:23]2[CH:28]=[CH:27][CH:26]=[CH:25][CH:24]=2)[CH2:17]1 |f:0.1,4.5|. Procedure details: The procedure of Example 1a. through 1e. is repeated. 25 ml of a 1.0 M solution of lithium tri-secondary-butylborohydride in THF are added dropwise over a 10-minute period to a solution of 3.79 g of 1-methyl-3-phenyl-4-piperidone and 20 ml of tetrahydrofuran (THF) (distilled over lithium aluminum hydride), maintained at 0° C. The mixture gradually warms to 15° C. after two hours of stirring and an additional 5 ml of borohydride reagent are added and the mixtue is stirred 18 hours at room tempera... Reactants: BrC1=NC=C(C=C1)Br (2,5-dibromopyridine), Br[Zn]CCC#N (Bromo(2-cyanoethyl)zinc). Reagents/catalysts: C=1C=CC(=CC1)[P](C=2C=CC=CC2)(C=3C=CC=CC3)[Pd]([P](C=4C=CC=CC4)(C=5C=CC=CC5)C=6C=CC=CC6)([P](C=7C=CC=CC7)(C=8C=CC=CC8)C=9C=CC=CC9)[P](C=1C=CC=CC1)(C=1C=CC=CC1)C=1C=CC=CC1 (Pd(PPh3)4). The solvent is O1CCCC1 (tetrahydrofuran). Reaction conditions: temperature 85 celsius. Product: BrC=1C=CC(=NC1)CCC#N (3-(5-bromopyridin-2-yl)propanenitrile). Reaction SMILES: Br[C:2]1[CH:7]=[CH:6][C:5]([Br:8])=[CH:4][N:3]=1.Br[Zn][CH2:11][CH2:12][C:13]#[N:14]>O1CCCC1.C1C=CC([P]([Pd]([P](C2C=CC=CC=2)(C2C=CC=CC=2)C2C=CC=CC=2)([P](C2C=CC=CC=2)(C2C=CC=CC=2)C2C=CC=CC=2)[P](C2C=CC=CC=2)(C2C=CC=CC=2)C2C=CC=CC=2)(C2C=CC=CC=2)C2C=CC=CC=2)=CC=1>[Br:8][C:5]1[CH:6]=[CH:7][C:2]([CH2:11][CH2:12][C:13]#[N:14])=[N:3][CH:4]=1 |^1:23,25,44,63|. Procedure details: A solution of 2,5-dibromopyridine (100 mg, 0.422 mmol) in tetrahydrofuran (844 μL) was purged and flushed with Ar (g) (3×). Pd(PPh3)4 (48.8 mg, 0.042 mmol) was added to the reaction mixture and purged and flushed (3×) with Ar(g). Bromo(2-cyanoethyl)zinc (1270 μL, 0.633 mmol) was added dropwise to the reaction mixture and heated to 85° C. Upon the reaction completion (as deemed by LCMS analysis) was cooled to room temperature, filtered through CELITE, washed with dichloromethane and diluted with ... Reactants: azo, [N+](=O)([O-])C1=CC(=CC(=C1O)N)C (6-nitro-4-methyl-2-amino-1-hydroxybenzene), C1(=CC=CC=C1)N1NC(=CC1=O)CS(=O)(=O)O (1-phenyl-3-sulphomethyl-5-pyrazolone), monoazo. Reagents/catalysts: [Cr] (chromium). Solvent: O (water). Product: [N+](=O)([O-])C1=CC(=C(C=C1)O)N (4-nitro-2-amino-1-hydroxybenzene). Reaction SMILES: [N+:1]([C:4]1[C:9](O)=[C:8]([NH2:11])[CH:7]=[C:6](C)[CH:5]=1)([O-:3])=[O:2].C1(N2C(=[O:24])C=C(CS(O)(=O)=O)N2)C=CC=CC=1>[Cr].O>[N+:1]([C:4]1[CH:5]=[CH:6][C:7]([OH:24])=[C:8]([NH2:11])[CH:9]=1)([O-:3])=[O:2]. Procedure: 45.4 Parts of the 1:1 chromium complex (obtained by the known process and containing 1 atom of chromium for each molecule of monoazo dyestuff) of the azo dyestuff from diazotised 6-nitro-4-methyl-2-amino-1-hydroxybenzene and 1-phenyl-3-sulphomethyl-5-pyrazolone are stirred in 1000 parts of hot water together with 33.9 parts of the monoazo dyestuff obtained by the known process from diazotised 4-nitro-2-amino-1-hydroxybenzene. The suspension is adjusted to pH 7 to 8 by addition of 20 parts vy vol...